From a dataset of the Open Reaction Database (ORD), a public repository of structured organic reaction records. describe an organic reaction: reactants, conditions, products, and yield The reactants are C1(CC1)CN(C(=O)C1=C(N=C(O1)C1=CC=C(C=C1)OCCCN1C(CCC1)C)C)CCC (N-(cyclopropylmethyl)-4-methyl-2-{4-[3-(2-methylpyrrolidin-1-yl)propoxy]phenyl}-N-propyl-1,3-oxazole-5-carboxamide). Solvent: O1CCCC1 (tetrahydrofuran), O1CCCC1 (tetrahydrofuran). Yields the product C1(CC1)CN(CCC)CC1=C(N=C(O1)C1=CC=C(C=C1)OCCCN1C(CCC1)C)C (N-(cyclopropylmethyl)-N-[(4-methyl-2-{4-[3-(2-methyl pyrrolidin-1-yl)propoxy]phenyl}-1,3-oxazol-5-yl)methyl]-N-propylamine). Isolated yield 47.4%. As a reaction SMILES: [CH:1]1([CH2:4][N:5]([CH2:30][CH2:31][CH3:32])[C:6]([C:8]2[O:12][C:11]([C:13]3[CH:18]=[CH:17][C:16]([O:19][CH2:20][CH2:21][CH2:22][N:23]4[CH2:27][CH2:26][CH2:25][CH:24]4[CH3:28])=[CH:15][CH:14]=3)=[N:10][C:9]=2[CH3:29])=O)[CH2:3][CH2:2]1>O1CCCC1>[CH:1]1([CH2:4][N:5]([CH2:6][C:8]2[O:12][C:11]([C:13]3[CH:14]=[CH:15][C:16]([O:19][CH2:20][CH2:21][CH2:22][N:23]4[CH2:27][CH2:26][CH2:25][CH:24]4[CH3:28])=[CH:17][CH:18]=3)=[N:10][C:9]=2[CH3:29])[CH2:30][CH2:31][CH3:32])[CH2:2][CH2:3]1. Reported procedure: A solution of N-(cyclopropylmethyl)-4-methyl-2-{4-[3-(2-methylpyrrolidin-1-yl)propoxy]phenyl}-N-propyl-1,3-oxazole-5-carboxamide 97 (0.25 g, 0.57 mmol, 1 eq) in tetrahydrofuran (15 ml) is treated with borane-tetrahydrofuran complex 1 M in tetrahydrofuran (2.2 ml, 2.2 mmol, 4 eq) and refluxed overnight. The solvent is then removed under reduced pressure and the residue is taken up in ethyl acetate and washed with a saturated solution of aqueous ammonium chloride. The organic layer is dried over m... Run at time 4 day. Reaction SMILES: C([N:3]1[CH2:8][CH2:7][N:6]([CH2:9][C:10]2[CH:19]=[CH:18][C:17]3[C:12](=[CH:13][CH:14]=[CH:15][CH:16]=3)[N:11]=2)[CH2:5][CH2:4]1)=O.S(=O)(=O)(O)O>C(O)C>[N:11]1[C:12]2[C:17](=[CH:16][CH:15]=[CH:14][CH:13]=2)[CH:18]=[CH:19][C:10]=1[CH2:9][N:6]1[CH2:7][CH2:8][NH:3][CH2:4][CH2:5]1. Procedure details: 1-Formyl-4-(2-quinolylmethyl)piperazine (86.00 g, 332 mmol) was dissolved in ethanol (800 ml), followed by the addition of concentrated sulfuric acid (49.04 g, 500 mmol). After the resulting mixture was heated under reflux and stirring for 4 days, the solvent was distilled off under reduced pressure. The thus-obtained residue was dissolved in water. After the resulting solution was washed twice with chloroform, the solution was rendered basic with a 10N aqueous solution of sodium hydroxide, foll... Starting materials: C(=O)N1CCN(CC1)CC1=NC2=CC=CC=C2C=C1 (1-Formyl-4-(2-quinolylmethyl)piperazine), S(O)(O)(=O)=O (sulfuric acid). The product is N1=C(C=CC2=CC=CC=C12)CN1CCNCC1 (1-(2-quinolylmethyl)piperazine), oil. Solvent: C(C)O (ethanol). Yield: 97.6%.